This data is from the Open Reaction Database (ORD), a public repository of structured organic reaction records. The task is: describe an organic reaction: reactants, conditions, products, and yield Reactants: O (water), Cl.ClC1=CC=C(C=C1)C=1SC(=C(N1)C)CNC(=O)C1CNCCC1 (N-[[2-(4-Chlorophenyl)-4-methylthiazol-5-yl]methyl]piperidine-3-carboxamide hydrochloride), FC1=C(C(=O)OC)C=CC=C1 (methyl 2-fluorobenzoate), C([O-])([O-])=O.[K+].[K+] (potassium carbonate). Solvent: CS(=O)C (dimethylsulfoxide). Conditions: temperature 160 celsius, time 6 hour. Product: ClC1=CC=C(C=C1)C=1SC(=C(N1)C)CNC(=O)C1CN(CCC1)C1=C(C(=O)OC)C=CC=C1 (Methyl 2-[3-[N-[[2-(4-chlorophenyl)-4-methylthiazol-5-yl]methyl]carbamoyl]piperidin-1-yl]benzoate). Isolated yield 3.9%. As a reaction SMILES: Cl.[Cl:2][C:3]1[CH:8]=[CH:7][C:6]([C:9]2[S:10][C:11]([CH2:15][NH:16][C:17]([CH:19]3[CH2:24][CH2:23][CH2:22][NH:21][CH2:20]3)=[O:18])=[C:12]([CH3:14])[N:13]=2)=[CH:5][CH:4]=1.F[C:26]1[CH:35]=[CH:34][CH:33]=[CH:32][C:27]=1[C:28]([O:30][CH3:31])=[O:29].C(=O)([O-])[O-].[K+].[K+].O>CS(C)=O>[Cl:2][C:3]1[CH:8]=[CH:7][C:6]([C:9]2[S:10][C:11]([CH2:15][NH:16][C:17]([CH:19]3[CH2:24][CH2:23][CH2:22][N:21]([C:26]4[CH:35]=[CH:34][CH:33]=[CH:32][C:27]=4[C:28]([O:30][CH3:31])=[O:29])[CH2:20]3)=[O:18])=[C:12]([CH3:14])[N:13]=2)=[CH:5][CH:4]=1 |f:0.1,3.4.5|. Procedure details: N-[[2-(4-Chlorophenyl)-4-methylthiazol-5-yl]methyl]piperidine-3-carboxamide hydrochloride (198 mg, 0.513 mmol) and methyl 2-fluorobenzoate (0.0653 mL, 0.513 mmol) were dissolved in dimethylsulfoxide (5 mL). To this solution, potassium carbonate (142 mg, 1.03 mmol) was added and the mixture was stirred for 6 hours at 160° C. Subsequently, the mixture was allowed to cool and water was added. The mixture was then extracted with ethyl acetate and the extract washed with brine, followed by drying ove... The reactants are ClCCl, NC1CCC1, Cc1ccc(C(=O)O)cc1-n1cc(C)c2ccc(OCCCl)cc2c1=O, O=C(Cl)C(=O)Cl, CN(C)C=O. The product is Cc1ccc(C(=O)NC2CCC2)cc1-n1cc(C)c2ccc(OCCCl)cc2c1=O. As a reaction SMILES: [CH2:43]([Cl:44])[Cl:45].[CH:38]1([NH2:42])[CH2:39][CH2:40][CH2:41]1.[Cl:1][CH2:2][CH2:3][O:4][c:5]1[cH:6][cH:7][c:8]2[c:9]([CH3:26])[cH:10][n:11](-[c:16]3[cH:17][c:18]([C:19](=[O:20])[OH:21])[cH:22][cH:23][c:24]3[CH3:25])[c:12](=[O:15])[c:13]2[cH:14]1.[Cl:27][C:28]([C:29]([Cl:30])=[O:31])=[O:32].[O:33]=[CH:34][N:35]([CH3:36])[CH3:37]>>[Cl:1][CH2:2][CH2:3][O:4][c:5]1[cH:6][cH:7][c:8]2[c:9]([CH3:26])[cH:10][n:11](-[c:16]3[cH:17][c:18]([C:19](=[O:20])[NH:42][CH:38]4[CH2:39][CH2:40][CH2:41]4)[cH:22][cH:23][c:24]3[CH3:25])[c:12](=[O:15])[c:13]2[cH:14]1. Starting materials: [Br-], O=C([O-])O, CC(C)c1cc2c(c(-c3ccc(F)cc3)c1C=O)C(=O)CC1(CCC1)O2, FC(F)(F)Oc1ccc([Mg+])cc1, [Na+], C1CCOC1, O. Yields the product CC(C)c1cc2c(c(-c3ccc(F)cc3)c1C(O)c1ccc(OC(F)(F)F)cc1)C(=O)CC1(CCC1)O2. RXN SMILES: [Br-:27].[C:40](=[O:41])([OH:42])[O-:43].[F:1][c:2]1[cH:3][cH:4][c:5](-[c:8]2[c:9]3[c:14]([cH:15][c:16]([CH:20]([CH3:21])[CH3:22])[c:17]2[CH:18]=[O:19])[O:13][C:12]2([CH2:11][C:10]3=[O:26])[CH2:23][CH2:24][CH2:25]2)[cH:6][cH:7]1.[F:28][C:29]([O:30][c:31]1[cH:32][cH:33][c:34]([Mg+:37])[cH:35][cH:36]1)([F:38])[F:39].[Na+:44].[O:45]1[CH2:46][CH2:47][CH2:48][CH2:49]1.[OH2:50]>>[F:1][c:2]1[cH:3][cH:4][c:5](-[c:8]2[c:9]3[c:14]([cH:15][c:16]([CH:20]([CH3:21])[CH3:22])[c:17]2[CH:18]([OH:19])[c:34]2[cH:33][cH:32][c:31]([O:30][C:29]([F:28])([F:38])[F:39])[cH:36][cH:35]2)[O:13][C:12]2([CH2:11][C:10]3=[O:26])[CH2:23][CH2:24][CH2:25]2)[cH:6][cH:7]1. Reactants: O=C([O-])[O-], C=CCBr, CN(C)C=NS(=O)(=O)c1nc2ccc(O)cc2s1, CS(C)=O, [K+], [K+], O. Yields the product C=CCOc1ccc2nc(S(=O)(=O)N=CN(C)C)sc2c1. RXN SMILES: [C:23](=[O:24])([O-:25])[O-:26].[CH2:19]([CH:20]=[CH2:21])[Br:22].[CH3:1][N:2]([CH:3]=[N:4][S:5](=[O:6])(=[O:7])[c:8]1[s:9][c:10]2[c:11]([n:12]1)[cH:13][cH:14][c:15]([OH:17])[cH:16]2)[CH3:18].[CH3:30][S:31](=[O:32])[CH3:33].[K+:27].[K+:28].[OH2:29]>>[CH3:1][N:2]([CH:3]=[N:4][S:5](=[O:6])(=[O:7])[c:8]1[s:9][c:10]2[c:11]([n:12]1)[cH:13][cH:14][c:15]([O:17][CH2:21][CH:20]=[CH2:19])[cH:16]2)[CH3:18]. Reactants: NCc1ccccc1, [H-], [Na+], C1CCOC1, Cc1ccc(S(=O)(=O)n2ccnc2)cc1. Product: c1ccc(CN2CCOCC2)cc1. Reaction SMILES: [CH2:1]([c:2]1[cH:3][cH:4][cH:5][cH:6][cH:7]1)[NH2:8].[H-:9].[Na+:10].[O:26]1[CH2:27][CH2:28][CH2:29][CH2:30]1.[S:11]([n:12]1[cH:13][cH:14][n:15][cH:16]1)([c:17]1[cH:18][cH:19][c:20]([CH3:21])[cH:22][cH:23]1)(=[O:24])=[O:25]>>[CH2:1]([c:2]1[cH:3][cH:4][cH:5][cH:6][cH:7]1)[N:8]1[CH2:28][CH2:27][O:26][CH2:30][CH2:29]1.